Dataset: the Open Reaction Database (ORD), a public repository of structured organic reaction records. Task: describe an organic reaction: reactants, conditions, products, and yield Reactants: CC(C)O, Cc1ccccc1, N#Cc1cccnc1Cl, [K+], C1COCCOCCOCCOCCOCCO1, [OH-]. The product is CC(C)Oc1ncccc1C#N. Reaction SMILES: [CH3:10][CH:11]([CH3:12])[OH:13].[CH3:34][c:35]1[cH:36][cH:37][cH:38][cH:39][cH:40]1.[Cl:1][c:2]1[c:3]([C:4]#[N:5])[cH:6][cH:7][cH:8][n:9]1.[K+:15].[O:16]1[CH2:17][CH2:18][O:19][CH2:20][CH2:21][O:22][CH2:23][CH2:24][O:25][CH2:26][CH2:27][O:28][CH2:29][CH2:30][O:31][CH2:32][CH2:33]1.[OH-:14]>>[c:2]1([O:13][CH:11]([CH3:10])[CH3:12])[c:3]([C:4]#[N:5])[cH:6][cH:7][cH:8][n:9]1. The reactants are solution, [OH-].[Na+] (NaOH), O=C1NC=2N(CC1)C=C(N2)C(=O)OCC (Ethyl 7-oxo-5,6,7,8-tetrahydroimidazo[1,2-a]pyrimidine-2-carboxylate). The solvent is C(C)O (ethanol). Reaction conditions: temperature 0 celsius, time 8 hour. The product is O=C1NC=2N(CC1)C=C(N2)C(=O)O (7-Oxo-5,6,7,8-tetrahydroimidazo[1,2-a]pyrimidine-2-carboxylic acid). Yield: 191.0%. RXN SMILES: [O:1]=[C:2]1[CH2:7][CH2:6][N:5]2[CH:8]=[C:9]([C:11]([O:13]CC)=[O:12])[N:10]=[C:4]2[NH:3]1.[OH-].[Na+]>C(O)C>[O:1]=[C:2]1[CH2:7][CH2:6][N:5]2[CH:8]=[C:9]([C:11]([OH:13])=[O:12])[N:10]=[C:4]2[NH:3]1 |f:1.2|. Reported procedure: Ethyl 7-oxo-5,6,7,8-tetrahydroimidazo[1,2-a]pyrimidine-2-carboxylate (1.711 mmol, 0.358 g) was dissolved in ethanol (5 ml) and cooled to 0° C. 1N solution of NaOH (5 ml) was slowly added. The resulting mixture was heated to 60° C. for 1.5 h. Ethanol was evaporated, the residue diluted with tert-butyl methyl ether and acidified with 2 N HCl solution under cold conditions. The mixture was stirred for overnight. DCM and water was added and the precipitate was filtered. Phases in the filtrate were s... Starting materials: NC=1N(N=C2C=C(C=CC12)C=1C=C(N2N=CN=C(C21)N)C2CCNCC2)CC2=CC=CC=C2 (5-(3-amino-2-benzyl-2H-indazol-6-yl)-7-piperidin-4-ylpyrrolo[2,1-f][1,2,4]triazin-4-amine), C(C)(=O)O (acetic acid), C(#N)[BH3-].[Na+] (sodium cyanoborohydride), C(=O)(O)[O-].[Na+] (NaHCO3). Run in CO (MeOH). Run at temperature 60 celsius, time 18 hour. Product: NC=1N(N=C2C=C(C=CC12)C=1C=C(N2N=CN=C(C21)N)C2CCN(CC2)C2CC2)CC2=CC=CC=C2 (5-(3-Amino-2-benzyl-2H-indazol-6-yl)-7-(1-cyclopropyl-piperidin-4-yl)-pyrrolo[2,1-f][1,2,4]triazin-4-ylamine). Isolated yield 32.5%. Reaction SMILES: [NH2:1][C:2]1[N:3]([CH2:27][C:28]2[CH:33]=[CH:32][CH:31]=[CH:30][CH:29]=2)[N:4]=[C:5]2[C:10]=1[CH:9]=[CH:8][C:7]([C:11]1[CH:12]=[C:13]([CH:21]3[CH2:26][CH2:25][NH:24][CH2:23][CH2:22]3)[N:14]3[C:19]=1[C:18]([NH2:20])=[N:17][CH:16]=[N:15]3)=[CH:6]2.[C:34](O)(=O)[CH3:35].[C:38]([BH3-])#N.[Na+].C([O-])(O)=O.[Na+]>CO>[NH2:1][C:2]1[N:3]([CH2:27][C:28]2[CH:33]=[CH:32][CH:31]=[CH:30][CH:29]=2)[N:4]=[C:5]2[C:10]=1[CH:9]=[CH:8][C:7]([C:11]1[CH:12]=[C:13]([CH:21]3[CH2:26][CH2:25][N:24]([CH:35]4[CH2:34][CH2:38]4)[CH2:23][CH2:22]3)[N:14]3[C:19]=1[C:18]([NH2:20])=[N:17][CH:16]=[N:15]3)=[CH:6]2 |f:2.3,4.5|. Procedure: To a solution of 5-(3-amino-2-benzyl-2H-indazol-6-yl)-7-piperidin-4-ylpyrrolo[2,1-f][1,2,4]triazin-4-amine (100 mg, 0.228 mmol) in MeOH (2.3 mL) was added acetic acid (0.13 mL, 2.28 mmol, 10.0 eq), 3 Å molecular sieves (50 mg), [1-(ethoxycyclopropyl)-oxy]timethylsilane (0.28 mL, 1.37 mmol, 6.0 eq), and sodium cyanoborohydride (64.5 mg, 1.03 mmol, 4.5 eq). The reaction mixture was stirred at 60° C. under N2 for 18 h. The mixture was cooled to rt and aqueous, saturated NaHCO3 solution (1.0 mL) was...